describe an organic reaction: reactants, conditions, products, and yield From a dataset of the Open Reaction Database (ORD), a public repository of structured organic reaction records. The reactants are N(=[N+]=[N-])C[C@H]1CN(C[C@H]1F)C(=O)OCC1=CC=CC=C1 ((3R,4S)-3-Azidomethyl-1-benzyloxycarbonyl-4-fluoropyrrolidine), [H][H] (hydrogen). The reagents and catalysts are [Pt](=O)=O (platinum (IV) oxide). Run in C(C)O (ethanol). Product: NC[C@H]1CN(C[C@H]1F)C(=O)OCC1=CC=CC=C1 ((3S,4S)-3-aminomethyl-1-benzyloxycarbonyl-4-fluoropyrrolidine). Isolated yield 92.3%. As a reaction SMILES: [N:1]([CH2:4][C@@H:5]1[C@H:9]([F:10])[CH2:8][N:7]([C:11]([O:13][CH2:14][C:15]2[CH:20]=[CH:19][CH:18]=[CH:17][CH:16]=2)=[O:12])[CH2:6]1)=[N+]=[N-].[H][H]>C(O)C.[Pt](=O)=O>[NH2:1][CH2:4][C@@H:5]1[C@H:9]([F:10])[CH2:8][N:7]([C:11]([O:13][CH2:14][C:15]2[CH:20]=[CH:19][CH:18]=[CH:17][CH:16]=2)=[O:12])[CH2:6]1. Procedure details: (3R,4S)-3-Azidomethyl-1-benzyloxycarbonyl-4-fluoropyrrolidine (1.35 g) was dissolved in ethanol (30 mL) and platinum (IV) oxide (190 mg) was added. The mixture was then stirred at room temperature for 2 hours under a stream of hydrogen gas (blown by a balloon). The catalyst in the reaction mixture was filtered through a Celite pad, and the catalyst and the Celite pad were washed with ethanol. The filtrate and the washings were then combined and concentrated under reduced pressure. The resulting ... Reactants: BrCCCCOC=1C=C2C=CN(C2=CC1F)C1=CC=C(C=C1)Cl (5-(4-Bromo-butoxy)-1-(4-chloro-phenyl)-6-fluoro-1H-indole), CNCCO (2-(methylamino)ethanol). The product is ClC1=CC=C(C=C1)N1C=CC2=CC(=C(C=C12)F)OCCCCN(CCO)C (2-({4-[1-(4-Chloro-phenyl)-6-fluoro-1H-indol-5-yloxy]-butyl}-methyl-amino)-ethanol). As a reaction SMILES: Br[CH2:2][CH2:3][CH2:4][CH2:5][O:6][C:7]1[CH:8]=[C:9]2[C:13](=[CH:14][C:15]=1[F:16])[N:12]([C:17]1[CH:22]=[CH:21][C:20]([Cl:23])=[CH:19][CH:18]=1)[CH:11]=[CH:10]2.[CH3:24][NH:25][CH2:26][CH2:27][OH:28]>>[Cl:23][C:20]1[CH:21]=[CH:22][C:17]([N:12]2[C:13]3[C:9](=[CH:8][C:7]([O:6][CH2:5][CH2:4][CH2:3][CH2:2][N:25]([CH3:24])[CH2:26][CH2:27][OH:28])=[C:15]([F:16])[CH:14]=3)[CH:10]=[CH:11]2)=[CH:18][CH:19]=1. Procedure: In analogy to example 23.7, 5-(4-Bromo-butoxy)-1-(4-chloro-phenyl)-6-fluoro-1H-indole and 2-(methylamino)ethanol were converted to yield 2-({4-[1-(4-Chloro-phenyl)-6-fluoro-1H-indol-5-yloxy]-butyl}-methyl-amino)-ethanol as a colorless oil, MS: 391 (MH+,1Cl). Reactants: Cl.C(C)(C)(C)NCC(=O)C1=CC(=C(C=C1)OC1=C(C=CC=C1)C)COC(C)=O (3-(acetoxymethyl)-4-(o-toluyloxy)phenyl tert-butylaminomethyl ketone hydrochloride), [BH4-].[Na+] (sodium borohydride), CS(=O)(=O)O (methanesulfonic acid). The solvent is CO (methyl alcohol). Product: CS(=O)(=O)OC(C1=CC(=C(C=C1)OC1=C(C=CC=C1)C)COC(C)=O)CNC(C)(C)C (3-(acetoxymethyl)-4-(o-toluyloxy)-alpha-(tert-butylaminomethyl)benzyl alcohol methanesulfonate). Reaction SMILES: Cl.[C:2]([NH:6][CH2:7][C:8]([C:10]1[CH:15]=[CH:14][C:13]([O:16][C:17]2[CH:22]=[CH:21][CH:20]=[CH:19][C:18]=2[CH3:23])=[C:12]([CH2:24][O:25][C:26](=[O:28])[CH3:27])[CH:11]=1)=[O:9])([CH3:5])([CH3:4])[CH3:3].[BH4-].[Na+].[CH3:31][S:32](O)(=[O:34])=[O:33]>CO>[CH3:31][S:32]([O:9][CH:8]([CH2:7][NH:6][C:2]([CH3:5])([CH3:3])[CH3:4])[C:10]1[CH:15]=[CH:14][C:13]([O:16][C:17]2[CH:22]=[CH:21][CH:20]=[CH:19][C:18]=2[CH3:23])=[C:12]([CH2:24][O:25][C:26](=[O:28])[CH3:27])[CH:11]=1)(=[O:34])=[O:33] |f:0.1,2.3|. Procedure: Proceeding in a manner similar to that described above in part B of Example 151, 22 g. of 3-(acetoxymethyl)-4-(o-toluyloxy)phenyl tert-butylaminomethyl ketone hydrochloride was reduced in anhydrous methyl alcohol with 1.13 g. of sodium borohydride and the reduction product was treated with methanesulfonic acid to yield 3-(acetoxymethyl)-4-(o-toluyloxy)-alpha-(tert-butylaminomethyl)benzyl alcohol methanesulfonate as a white solid which melted at 116°-118° C. (uncorr.). RXN SMILES: [Br:1][c:2]1[s:3][cH:4][c:5]([C:7](=[O:8])[O:9][CH2:10][CH3:11])[cH:6]1.[C:12]([CH3:13])([CH3:14])([CH3:15])[c:16]1[cH:17][c:18]([B:24]([OH:25])[OH:26])[cH:19][cH:20][c:21]1[O:22][CH3:23].[CH3:110][c:111]1[cH:112][cH:113][cH:114][cH:115][cH:116]1.[Na+:27].[Na+:28].[O-:29][C:30](=[O:31])[O-:32].[cH:33]1[cH:34][cH:35][c:36]([P:37]([Pd:38]([P:39]([c:40]2[cH:41][cH:42][cH:43][cH:44][cH:45]2)([c:46]2[cH:47][cH:48][cH:49][cH:50][cH:51]2)[c:52]2[cH:53][cH:54][cH:55][cH:56][cH:57]2)([P:58]([c:59]2[cH:60][cH:61][cH:62][cH:63][cH:64]2)([c:65]2[cH:66][cH:67][cH:68][cH:69][cH:70]2)[c:71]2[cH:72][cH:73][cH:74][cH:75][cH:76]2)[P:77]([c:78]2[cH:79][cH:80][cH:81][cH:82][cH:83]2)([c:84]2[cH:85][cH:86][cH:87][cH:88][cH:89]2)[c:90]2[cH:91][cH:92][cH:93][cH:94][cH:95]2)([c:96]2[cH:97][cH:98][cH:99][cH:100][cH:101]2)[c:102]2[cH:103][cH:104][cH:105][cH:106][cH:107]2)[cH:108][cH:109]1>>[c:2]1(-[c:18]2[cH:17][c:16]([C:12]([CH3:13])([CH3:14])[CH3:15])[c:21]([O:22][CH3:23])[cH:20][cH:19]2)[s:3][cH:4][c:5]([C:7](=[O:8])[O:9][CH2:10][CH3:11])[cH:6]1. Yields the product CCOC(=O)c1csc(-c2ccc(OC)c(C(C)(C)C)c2)c1. The reactants are CCOC(=O)c1csc(Br)c1, COc1ccc(B(O)O)cc1C(C)(C)C, Cc1ccccc1, [Na+], [Na+], O=C([O-])[O-], c1ccc(P(c2ccccc2)(c2ccccc2)[Pd](P(c2ccccc2)(c2ccccc2)c2ccccc2)(P(c2ccccc2)(c2ccccc2)c2ccccc2)P(c2ccccc2)(c2ccccc2)c2ccccc2)cc1. Starting materials: CCOC(C)=O, O=[N+]([O-])c1cc(O)ccc1F. The product is Nc1cc(O)ccc1F. Reaction SMILES: [CH3:12][CH2:13][O:14][C:15](=[O:16])[CH3:17].[F:1][c:2]1[c:3]([N+:9]([O-:10])=[O:11])[cH:4][c:5]([OH:8])[cH:6][cH:7]1>>[F:1][c:2]1[c:3]([NH2:9])[cH:4][c:5]([OH:8])[cH:6][cH:7]1. Reactants: C(CCCS)S (1,4-butanedithiol), C(C=C)#N (acrylonitrile), [OH-].C(C1=CC=CC=C1)[N+](C)(C)C (benzyltrimethylammonium hydroxide). Product: C(CCSCCCCSCCC#N)#N (4,9-Dithiadodecanedinitrile). RXN SMILES: [CH2:1]([SH:6])[CH2:2][CH2:3][CH2:4][SH:5].[C:7](#[N:10])[CH:8]=[CH2:9].[OH-].[CH2:12]([N+:19](C)(C)C)[C:13]1C=CC=C[CH:14]=1>>[C:12](#[N:19])[CH2:13][CH2:14][S:5][CH2:4][CH2:3][CH2:2][CH2:1][S:6][CH2:9][CH2:8][C:7]#[N:10] |f:2.3|. Procedure: 4,9-Dithiadodecanedinitrile was prepared according to the procedure of Example 1 using 1,4-butanedithiol (20.0 g; 0.16 moles), acrylonitrile (17.0 g; 0.32 moles) and benzyltrimethylammonium hydroxide (40% in methanol; 1 ml) as the catalyst. Starting materials: [N+](=O)([O-])C=1C=C(C=CC1)S(=O)(=O)Cl (m-nitrobenzenesulfonyl chloride), C(C)(C)NCCNC(C)C (N,N'-diisopropyl ethylene diamine). Product: CC(C)N(S(=O)(=O)C1=CC(=CC=C1)[N+](=O)[O-])CCNC(C)C (N-(1-methylethyl)-N-[2-[(1-methylethyl)amino]ethyl]-3-nitrobenzene sulfonamide). As a reaction SMILES: [N+:1]([C:4]1[CH:5]=[C:6]([S:10](Cl)(=[O:12])=[O:11])[CH:7]=[CH:8][CH:9]=1)([O-:3])=[O:2].[CH:14]([NH:17][CH2:18][CH2:19][NH:20][CH:21]([CH3:23])[CH3:22])([CH3:16])[CH3:15]>>[CH3:15][CH:14]([N:17]([CH2:18][CH2:19][NH:20][CH:21]([CH3:23])[CH3:22])[S:10]([C:6]1[CH:7]=[CH:8][CH:9]=[C:4]([N+:1]([O-:3])=[O:2])[CH:5]=1)(=[O:12])=[O:11])[CH3:16]. Procedure details: Following the procedure of Example 1, m-nitrobenzenesulfonyl chloride was reacted with N,N'-diisopropyl ethylene diamine to give N-(1-methylethyl)-N-[2-[(1-methylethyl)amino]ethyl]-3-nitrobenzene sulfonamide. The reactants are CCCCCO, CCN(C(C)C)C(C)C, Cc1cc(Cl)nn2c(-c3ccnc4[nH]ccc34)c(-c3ccc(F)cc3)nc12, Cl, CC(O)CN1CCNCC1. Product: Cc1cc(N2CCN(CC(C)O)CC2)nn2c(-c3ccnc4[nH]ccc34)c(-c3ccc(F)cc3)nc12. RXN SMILES: [CH2:48]([OH:49])[CH2:50][CH2:51][CH2:52][CH3:53].[CH:38]([N:39]([CH:40]([CH3:41])[CH3:42])[CH2:43][CH3:44])([CH3:45])[CH3:46].[Cl:1][c:2]1[cH:3][c:4]([CH3:27])[c:5]2[n:6]([n:7]1)[c:8](-[c:18]1[c:19]3[c:20]([n:21][cH:22][cH:23]1)[nH:24][cH:25][cH:26]3)[c:9](-[c:11]1[cH:12][cH:13][c:14]([F:17])[cH:15][cH:16]1)[n:10]2.[ClH:47].[N:28]1([CH2:34][CH:35]([CH3:36])[OH:37])[CH2:29][CH2:30][NH:31][CH2:32][CH2:33]1>>[c:2]1([N:31]2[CH2:30][CH2:29][N:28]([CH2:34][CH:35]([CH3:36])[OH:37])[CH2:33][CH2:32]2)[cH:3][c:4]([CH3:27])[c:5]2[n:6]([n:7]1)[c:8](-[c:18]1[c:19]3[c:20]([n:21][cH:22][cH:23]1)[nH:24][cH:25][cH:26]3)[c:9](-[c:11]1[cH:12][cH:13][c:14]([F:17])[cH:15][cH:16]1)[n:10]2. Reactants: C(C)OCC (Ethyl ether), FC=1C=C(C[C@@H]2NC(O[C@@H]2[C@@H]2N(CC3=C(C=CC=C3C2)OCC=C)C(C2=CC=CC=C2)C2=CC=CC=C2)=O)C=C(C1)F ((4S,5S)-4-(3,5-difluorobenzyl)-5-((R)-8-(allyloxy)-2-benzhydryl-1,2,3,4-tetrahydroisoquinolin-3-yl)oxazolidin-2-one), [Li+].[OH-] (LiOH). The solvent is CCO (EtOH), O (H2O). Reaction conditions: temperature 110 celsius, time 5 hour. The product is C(C=C)OC=1C=CC=C2C[C@@H](N(CC12)C(C1=CC=CC=C1)C1=CC=CC=C1)[C@H]([C@H](CC1=CC(=CC(=C1)F)F)N)O ((1S,2S)-1-((R)-8-(allyloxy)-2-benzhydryl-1,2,3,4-tetrahydroisoquinolin-3-yl)-2-amino-3-(3,5-difluorophenyl)propan-1-ol). Yield: 105.7%. Reaction SMILES: [F:1][C:2]1[CH:3]=[C:4]([CH:39]=[C:40]([F:42])[CH:41]=1)[CH2:5][C@H:6]1[C@@H:10]([C@H:11]2[CH2:20][C:19]3[C:14](=[C:15]([O:21][CH2:22][CH:23]=[CH2:24])[CH:16]=[CH:17][CH:18]=3)[CH2:13][N:12]2[CH:25]([C:32]2[CH:37]=[CH:36][CH:35]=[CH:34][CH:33]=2)[C:26]2[CH:31]=[CH:30][CH:29]=[CH:28][CH:27]=2)[O:9]C(=O)[NH:7]1.[Li+].[OH-].C(OCC)C>CCO.O>[CH2:22]([O:21][C:15]1[CH:16]=[CH:17][CH:18]=[C:19]2[C:14]=1[CH2:13][N:12]([CH:25]([C:26]1[CH:31]=[CH:30][CH:29]=[CH:28][CH:27]=1)[C:32]1[CH:33]=[CH:34][CH:35]=[CH:36][CH:37]=1)[C@@H:11]([C@@H:10]([OH:9])[C@@H:6]([NH2:7])[CH2:5][C:4]1[CH:39]=[C:40]([F:42])[CH:41]=[C:2]([F:1])[CH:3]=1)[CH2:20]2)[CH:23]=[CH2:24] |f:1.2|. Procedure: To a solution of (4S,5S)-4-(3,5-difluorobenzyl)-5-((R)-8-(allyloxy)-2-benzhydryl-1,2,3,4-tetrahydroisoquinolin-3-yl)oxazolidin-2-one (Step F (15), 40 mg, 0.07 mmol) in EtOH (3 mL) was added a solution of LiOH (17 mg, 0.7 mmol) in H2O (0.6 mL). This reaction mixture was stirred at 110° C. for 5 h and stirred at 80° C. overnight. Ethyl ether (50 mL) was added to the mixture and washed with 1N HCl (40 mL) twice. The aqueous phase was basified to pH 12 with 50% aqueous NaOH solution. This mixture wa...